This data is from the Open Reaction Database (ORD), a public repository of structured organic reaction records. The task is: describe an organic reaction: reactants, conditions, products, and yield Reactants: [N+](=O)([O-])C1=CC=C(C=C1)O (4-nitrophenol), C([O-])([O-])=O.[K+].[K+] (potassium carbonate), [I-].[Na+] (sodium iodide), P(=O)([O-])([O-])O.[Na+].[Na+] (disodium phosphate), ClCC(=O)OCCOCCOC(CCl)=O (chloro-acetic acid 2-[2-(2-chloro-acetoxy)-ethoxy]-ethyl ester). Solvent: CC(=O)C (acetone). The product is [N+](=O)([O-])C1=CC=C(OCC(=O)OCCOCCOC(COC2=CC=C(C=C2)[N+](=O)[O-])=O)C=C1 ((4-nitrophenoxy)-acetic acid 2-{2-[2-(4-nitrophenoxy)-acetoxy]-ethoxy}-ethyl ester). Isolated yield 89.9%. RXN SMILES: [N+:1]([C:4]1[CH:9]=[CH:8][C:7]([OH:10])=[CH:6][CH:5]=1)([O-:3])=[O:2].[C:11](=[O:14])([O-])[O-].[K+].[K+].[I-].[Na+].P(O)([O-])([O-])=O.[Na+].[Na+].Cl[CH2:27][C:28]([O:30][CH2:31][CH2:32][O:33][CH2:34][CH2:35][O:36][C:37](=[O:40])[CH2:38]Cl)=[O:29]>CC(C)=O>[N+:1]([C:4]1[CH:9]=[CH:8][C:7]([O:10][CH2:27][C:28]([O:30][CH2:31][CH2:32][O:33][CH2:34][CH2:35][O:36][C:37](=[O:40])[CH2:38][O:14][C:11]2[CH:8]=[CH:9][C:4]([N+:1]([O-:3])=[O:2])=[CH:5][CH:6]=2)=[O:29])=[CH:6][CH:5]=1)([O-:3])=[O:2] |f:1.2.3,4.5,6.7.8|. Reported procedure: To a mixture of 4-nitrophenol (966 g), potassium carbonate (4.26 Kg), sodium iodide (60 g), and disodium phosphate (60 g) in acetone (10 L) was added chloro-acetic acid 2-[2-(2-chloro-acetoxy)-ethoxy]-ethyl ester (1 Kg) and the mixture was stirred at reflux for 8 hours. Acetone was distilled off and cold water (250 ml) was added. The crude product was filtered off and slurried in methanol (10 L), re-filtered and dried to give (4-nitrophenoxy)-acetic acid 2-{2-[2-(4-nitrophenoxy)-acetoxy]-ethoxy}...